From a dataset of the Open Reaction Database (ORD), a public repository of structured organic reaction records. describe an organic reaction: reactants, conditions, products, and yield The reactants are [BH4-], CC(C)[O-], CC(C)[O-], CC(C)[O-], CC(C)[O-], O=CN1CCNCC1, COc1cc2c(cc1F)CCC2=O, [Na+], [Ti+4]. Yields the product COc1cc2c(cc1F)CCC2N1CCNCC1. As a reaction SMILES: [BH4-:22].[CH3:24][CH:25]([CH3:26])[O-:27].[CH3:29][CH:30]([CH3:31])[O-:32].[CH3:33][CH:34]([CH3:35])[O-:36].[CH3:37][CH:38]([CH3:39])[O-:40].[CH:1](=[O:2])[N:3]1[CH2:4][CH2:5][NH:6][CH2:7][CH2:8]1.[F:9][c:10]1[cH:11][c:12]2[c:16]([cH:17][c:18]1[O:19][CH3:20])[C:15](=[O:21])[CH2:14][CH2:13]2.[Na+:23].[Ti+4:28]>>[CH:1]1([N:3]2[CH2:4][CH2:5][NH:6][CH2:7][CH2:8]2)[CH2:14][CH2:13][c:12]2[cH:11][c:10]([F:9])[c:18]([O:19][CH3:20])[cH:17][c:16]21.